This data is from the Open Reaction Database (ORD), a public repository of structured organic reaction records. The task is: describe an organic reaction: reactants, conditions, products, and yield Reactants: [Al+3], CCO, Cl, [H-], [H-], [H-], [H-], [Li+], COC(=O)C(N)C(C)c1c[nH]cn1, [Na+], C1CCOC1, [OH-], O. Yields the product CC(c1c[nH]cn1)C(N)CO. Reaction SMILES: [Al+3:16].[CH3:29][CH2:30][OH:31].[ClH:1].[H-:15].[H-:18].[H-:19].[H-:20].[Li+:17].[NH2:2][CH:3]([C:4](=[O:5])[O:6][CH3:7])[CH:8]([CH3:9])[c:10]1[n:11][cH:12][nH:13][cH:14]1.[Na+:23].[O:24]1[CH2:25][CH2:26][CH2:27][CH2:28]1.[OH-:22].[OH2:21]>>[NH2:2][CH:3]([CH2:4][OH:5])[CH:8]([CH3:9])[c:10]1[n:11][cH:12][nH:13][cH:14]1. Run in C=1(C(=CC=CC1)C)C (xylene). Reactants: C1=NC(=CC=2C3=CC=CC=C3NC12)C(=O)OC (β-carboline-3-carboxylic acid, methyl ester), OCCN1CCOCC1 (4-(2-hydroxyethyl) morpholine). Reagents/catalysts: CN(C1=CC=NC=C1)C (4-dimethylaminopyridine). Procedure details: A suspension of β-carboline-3-carboxylic acid, methyl ester (5.3 g, 23.4 mmol), 4-(2-hydroxyethyl) morpholine (4.62 g, 35 mmol), 4-dimethylaminopyridine (1.2 g, 9.8 mmol), 4 Å molecular sieves (5 g) and xylene (250 mL) was heated at reflux for 48 hours. The reaction mixture was cooled to room temperature, concentrated under vacuum, and the resulting slurry was partitioned with CH2Cl2 (250 mL). The mixture was filtered under vacuum and the residue was washed with CH2Cl2 (2×25 mL). Combined organi... Reaction SMILES: [CH:1]1[C:13]2[NH:12][C:11]3[C:6](=[CH:7][CH:8]=[CH:9][CH:10]=3)[C:5]=2[CH:4]=[C:3]([C:14]([O:16][CH3:17])=[O:15])[N:2]=1.OC[CH2:20][N:21]1[CH2:26][CH2:25][O:24][CH2:23][CH2:22]1>CN(C)C1C=CN=CC=1.C1(C)C(C)=CC=CC=1>[CH:1]1[C:13]2[NH:12][C:11]3[C:6](=[CH:7][CH:8]=[CH:9][CH:10]=3)[C:5]=2[CH:4]=[C:3]([C:14]([O:16][CH2:17][CH2:20][N:21]2[CH2:26][CH2:25][O:24][CH2:23][CH2:22]2)=[O:15])[N:2]=1. The yield is 63.0%. Yields the product C1=NC(=CC=2C3=CC=CC=C3NC12)C(=O)OCCN1CCOCC1 (2-(4-Morpholinyl)ethyl 9H-β-carboline-3-carboxylate). The reactants are Brc1cccs1, COCCOC, CC1(C)OB(c2ccccc2N)OC1(C)C, N#N, [Na+], O=C([O-])O, [Pd], c1ccc(P(c2ccccc2)c2ccccc2)cc1, c1ccc(P(c2ccccc2)c2ccccc2)cc1, c1ccc(P(c2ccccc2)c2ccccc2)cc1, c1ccc(P(c2ccccc2)c2ccccc2)cc1. The product is Nc1ccccc1-c1cccs1. Reaction SMILES: [Br:3][c:4]1[s:5][cH:6][cH:7][cH:8]1.[CH3:30][O:31][CH2:32][CH2:33][O:34][CH3:35].[CH3:9][C:10]1([CH3:11])[C:12]([CH3:13])([CH3:14])[O:15][B:16]([c:17]2[c:18]([NH2:23])[cH:19][cH:20][cH:21][cH:22]2)[O:24]1.[N:1]#[N:2].[Na+:29].[O-:25][C:26]([OH:27])=[O:28].[Pd:36].[c:37]1([P:38]([c:39]2[cH:40][cH:41][cH:42][cH:43][cH:44]2)[c:45]2[cH:46][cH:47][cH:48][cH:49][cH:50]2)[cH:51][cH:52][cH:53][cH:54][cH:55]1.[c:56]1([P:57]([c:58]2[cH:59][cH:60][cH:61][cH:62][cH:63]2)[c:64]2[cH:65][cH:66][cH:67][cH:68][cH:69]2)[cH:70][cH:71][cH:72][cH:73][cH:74]1.[c:75]1([P:76]([c:77]2[cH:78][cH:79][cH:80][cH:81][cH:82]2)[c:83]2[cH:84][cH:85][cH:86][cH:87][cH:88]2)[cH:89][cH:90][cH:91][cH:92][cH:93]1.[c:94]1([P:95]([c:96]2[cH:97][cH:98][cH:99][cH:100][cH:101]2)[c:102]2[cH:103][cH:104][cH:105][cH:106][cH:107]2)[cH:108][cH:109][cH:110][cH:111][cH:112]1>>[c:4]1(-[c:17]2[c:18]([NH2:23])[cH:19][cH:20][cH:21][cH:22]2)[s:5][cH:6][cH:7][cH:8]1.